Task: describe an organic reaction: reactants, conditions, products, and yield. Dataset: the Open Reaction Database (ORD), a public repository of structured organic reaction records Reactants: CC(C)(C)OC(=O)C=Cc1c(N2CCCC(O)C2)nc2cc(CCc3nc(C4CCC4)cs3)ccn2c1=O, O=CO. Reaction SMILES: [CH:1]1([c:5]2[n:6][c:7]([CH2:10][CH2:11][c:12]3[cH:13][c:14]4[n:15]([c:16](=[O:36])[c:17]([CH:27]=[CH:28][C:29](=[O:30])[O:31][C:32]([CH3:33])([CH3:34])[CH3:35])[c:18]([N:20]5[CH2:21][CH:22]([OH:26])[CH2:23][CH2:24][CH2:25]5)[n:19]4)[cH:37][cH:38]3)[s:8][cH:9]2)[CH2:2][CH2:3][CH2:4]1.[CH:39]([OH:40])=[O:41]>>[CH:1]1([c:5]2[n:6][c:7]([CH2:10][CH2:11][c:12]3[cH:13][c:14]4[n:15]([c:16](=[O:36])[c:17]([CH:27]=[CH:28][C:29](=[O:30])[OH:31])[c:18]([N:20]5[CH2:21][CH:22]([OH:26])[CH2:23][CH2:24][CH2:25]5)[n:19]4)[cH:37][cH:38]3)[s:8][cH:9]2)[CH2:2][CH2:3][CH2:4]1. Product: O=C(O)C=Cc1c(N2CCCC(O)C2)nc2cc(CCc3nc(C4CCC4)cs3)ccn2c1=O. Starting materials: [N+](=O)([O-])C1=CC2=C(N=C(S2)NC(C2=CN=CC=C2)=O)C=C1 (N-(6-Nitrobenzothiazol-2-yl)nicotinamide). Reagents/catalysts: [Pd] (palladium on charcoal). Solvent: CS(=O)C (dimethylsulfoxide). Reaction conditions: time 5.5 hour. Product: NC1=CC2=C(N=C(S2)NC(C2=CN=CC=C2)=O)C=C1 (N-(6-aminobenzothiazol-2-yl)nicotinamide). Isolated yield 100.0%. As a reaction SMILES: [N+:1]([C:4]1[CH:21]=[CH:20][C:7]2[N:8]=[C:9]([NH:11][C:12](=[O:19])[C:13]3[CH:18]=[CH:17][CH:16]=[N:15][CH:14]=3)[S:10][C:6]=2[CH:5]=1)([O-])=O>CS(C)=O.[Pd]>[NH2:1][C:4]1[CH:21]=[CH:20][C:7]2[N:8]=[C:9]([NH:11][C:12](=[O:19])[C:13]3[CH:18]=[CH:17][CH:16]=[N:15][CH:14]=3)[S:10][C:6]=2[CH:5]=1. Reported procedure: N-(6-Nitrobenzothiazol-2-yl)nicotinamide (0.50 g, 1.67 mmol) was dissolved in dimethylsulfoxide (50 mL) by warming. After addition of palladium on charcoal (0.089 g, 10% Pd, 0.08 mmol Pd), the rntrre ,shydrogened for 5.5 h at 80° C. The palladium was removed by hot filtration through a pad of silica. After removal of the solvent, N-(6-aminobenzothiazol-2-yl)nicotinamide (0145 g, 1.67 mmol, 100%) was obtained as a brownish solid. LC/ESI-MS: m/z=271 [M+H]+; m/z=269 [M−H]−; Rt=1.67 min. Starting materials: CCOC(=O)C (EtOAc), NC[C@@H]1N(C[C@@H](C1)CC1=CC(=C(C=C1)Cl)Cl)C ((2R,4R)-2-aminomethyl-4-(3,4-dichlorobenzyl)-1-methyl-pyrrolidine), C1(=CC=CC=C1)C=1C=NC(=NC1)CC(=S)O (5-phenylpyrimidin-2-ylthioacetic acid), CCN=C=NCCCN(C)C (EDCI), C=1C=CC2=C(C1)N=NN2O (HOBT). Run in C(Cl)Cl (CH2Cl2), C(Cl)Cl (CH2Cl2). Run at time 16 hour. The product is Cl.ClC=1C=C(C[C@@H]2C[C@@H](N(C2)C)CNC(CSC2=NC=C(C=N2)C2=CC=CC=C2)=O)C=CC1Cl (N-(2R,4R)-[4-(3,4-dichlorobenzyl)-1-methylpyrrolidin-2-ylmethyl]-2-[5-(phenyl)pyrimidin-2-ylsulfanyl]acetamide hydrochloride). RXN SMILES: [NH2:1][CH2:2][C@H:3]1[CH2:7][C@@H:6]([CH2:8][C:9]2[CH:14]=[CH:13][C:12]([Cl:15])=[C:11]([Cl:16])[CH:10]=2)[CH2:5][N:4]1[CH3:17].C1(C2C=NC(CC(O)=[S:32])=NC=2)C=CC=CC=1.C[CH2:35][N:36]=[C:37]=[N:38][CH2:39][CH2:40][CH2:41]N(C)C.C1[CH:46]=[CH:47][C:48]2N(O)N=N[C:49]=2[CH:50]=1.[CH3:55][CH2:56][O:57]C(C)=O>C(Cl)Cl>[ClH:15].[Cl:16][C:11]1[CH:10]=[C:9]([CH:14]=[CH:13][C:12]=1[Cl:15])[CH2:8][C@H:6]1[CH2:5][N:4]([CH3:17])[C@@H:3]([CH2:2][NH:1][C:56](=[O:57])[CH2:55][S:32][C:37]2[N:36]=[CH:35][C:40]([C:41]3[CH:46]=[CH:47][CH:48]=[CH:49][CH:50]=3)=[CH:39][N:38]=2)[CH2:7]1 |f:6.7|. Procedure: To a CH2Cl2 solution of (2R,4R)-2-aminomethyl-4-(3,4-dichlorobenzyl)-1-methyl-pyrrolidine (prepared as described in example 4.4) (40 mg, 0.15 mmol) was added 5-phenylpyrimidin-2-ylthioacetic acid (40 mg, 0.16 mmol), EDCI (36 mg, 0.19 mmol), and HOBT (2 mg, 0.015 mmol) The reaction mixture was stirred for 16 h at room temperature and then diluted with EtOAc and washed with aqueous NaHCO3. The organic layer was dried over MgSO4, filtered, and concentrated. Flash chromatography (95% CH2Cl2/5% MeOH)... The reactants are C(C)OC(C1=C(C(=C(C(=C1)F)N1C[C@H](CC1)NC(=O)OC(C)(C)C)Cl)NC1CC1)=O (4-[(S)-3-(tert-butoxycarbonylamino)pyrrolidin-1-yl]-3-chloro-2-cyclopropylamino-5-fluorobenzoic acid ethyl ester), solution, [OH-].[Na+] (sodium hydroxide). Run in CO (methanol), O1CCCC1 (tetrahydrofuran), C(C)(=O)OCC (ethyl acetate). Reaction conditions: temperature 80 celsius, time 20 hour. The product is C(C)(C)(C)OC(=O)N[C@@H]1CN(CC1)C1=C(C(=C(C(=O)O)C=C1F)NC1CC1)Cl (4-[(S)-3-tert-Butoxycarbonylaminopyrrolidin-1-yl]-3-chloro-2-cyclopropylamino-5-fluoro-benzoic acid). As a reaction SMILES: C([O:3][C:4](=[O:30])[C:5]1[CH:10]=[C:9]([F:11])[C:8]([N:12]2[CH2:16][CH2:15][C@H:14]([NH:17][C:18]([O:20][C:21]([CH3:24])([CH3:23])[CH3:22])=[O:19])[CH2:13]2)=[C:7]([Cl:25])[C:6]=1[NH:26][CH:27]1[CH2:29][CH2:28]1)C.[OH-].[Na+]>CO.O1CCCC1.C(OCC)(=O)C>[C:21]([O:20][C:18]([NH:17][C@H:14]1[CH2:15][CH2:16][N:12]([C:8]2[C:9]([F:11])=[CH:10][C:5]([C:4]([OH:30])=[O:3])=[C:6]([NH:26][CH:27]3[CH2:28][CH2:29]3)[C:7]=2[Cl:25])[CH2:13]1)=[O:19])([CH3:24])([CH3:22])[CH3:23] |f:1.2|. Procedure: To a solution of 4-[(S)-3-(tert-butoxycarbonylamino)pyrrolidin-1-yl]-3-chloro-2-cyclopropylamino-5-fluorobenzoic acid ethyl ester (Example 3c, 2.90 g, 6.56 mmol) in methanol (30 mL) and tetrahydrofuran (30 mL) is added a 1N solution of sodium hydroxide (50 mL). The reaction mixture is stirred at 80° C. for 20 hours, cooled to room temperature, and diluted with ethyl acetate. The organic layer is washed with 1N hydrochloric acid, water, and brine. The organic layer is dried over MgSO4, filtered, ... Reactants: C(C)(C)(C)OC(C(=O)OCC)C1=C(C2=CC=CC=C2C=C1C)O (ethyl 2-tert-butoxy-2-(1-hydroxy-3-methylnaphthalen-2-yl)acetate), C(=O)(O)[O-].[Na+] (NaHCO3), [O-]S(=O)(=S)[O-].[Na+].[Na+] (Na2S2O3), BrBr (Br2). The solvent is C(Cl)(Cl)Cl (CHCl3), O (H2O), C(Cl)(Cl)Cl (CHCl3). Run at time 30 minute. Product: BrC1=C(C(=C(C2=CC=CC=C12)O)C(C(=O)OCC)OC(C)(C)C)C (ethyl 2-(4-bromo-1-hydroxy-3-methylnaphthalen-2-yl)-2-tert-butoxyacetate). Isolated yield 96.8%. As a reaction SMILES: [C:1]([O:5][CH:6]([C:12]1[C:21]([CH3:22])=[CH:20][C:19]2[C:14](=[CH:15][CH:16]=[CH:17][CH:18]=2)[C:13]=1[OH:23])[C:7]([O:9][CH2:10][CH3:11])=[O:8])([CH3:4])([CH3:3])[CH3:2].C([O-])(O)=O.[Na+].[Br:29]Br.[O-]S([O-])(=S)=O.[Na+].[Na+]>C(Cl)(Cl)Cl.O>[Br:29][C:20]1[C:19]2[C:14](=[CH:15][CH:16]=[CH:17][CH:18]=2)[C:13]([OH:23])=[C:12]([CH:6]([O:5][C:1]([CH3:4])([CH3:2])[CH3:3])[C:7]([O:9][CH2:10][CH3:11])=[O:8])[C:21]=1[CH3:22] |f:1.2,4.5.6|. Reported procedure: A solution of ethyl 2-tert-butoxy-2-(1-hydroxy-3-methylnaphthalen-2-yl)acetate (1.24 g, 3.92 mmol) in CHCl3 (20 mL) was treated with solid NaHCO3 (843 mg, 9.80 mmol). Then a solution of Br2 (750 mg, 4.70 mmol) in CHCl3 (5.0 mL) was added dropwise over 2 min at 23° C. After 30 min, the reaction was treated with 10% Na2S2O3 solution (10 mL). After maximum decolorization was achieved, the reaction was diluted with H2O (10 mL) and extracted with DCM (3×10 mL). Combined organic phases were dried (Na2...